From a dataset of the Open Reaction Database (ORD), a public repository of structured organic reaction records. describe an organic reaction: reactants, conditions, products, and yield The reactants are [N-]1C=NC=C1.C1(CC1)N1C=C(C(C2=CC(=C(C(=C12)Cl)N1CC(=CC1)CN(C)C(=O)OC(C)(C)C)F)=O)C(=O)O (1-cyclopropyl-6-fluoro-8-chloro-7-(3-(N-methyl-t-butoxycarbonylamino)methyl-2,5-dihydropyrrol-1-yl)-1,4-dihydro-4-oxoquinoline-3-carboxylic acid imidazolide), C(#N)CC(=O)OCC (ethyl cyanoacetate). Yields the product Cl.C1(CC1)N1C=C(C(C2=CC(=C(C(=C12)Cl)N1CC(=CC1)CNC)F)=O)C(C(C(=O)OCC)C#N)=O (1-cyclopropyl-6-fluoro-8-chloro-7-(3-methylaminomethyl-2,5-dihydropyrrol-1-yl)-3-(2-cyano-2-ethoxycarbonylacetyl)-1,4-dihydro-4-oxoquinoline hydrochloride). Yield: 103.1%. Reaction SMILES: [N-]1C=CN=C1.[CH:6]1([N:9]2[C:18]3[C:13](=[CH:14][C:15]([F:35])=[C:16]([N:20]4[CH2:24][CH:23]=[C:22]([CH2:25][N:26](C(OC(C)(C)C)=O)[CH3:27])[CH2:21]4)[C:17]=3[Cl:19])[C:12](=[O:36])[C:11]([C:37](O)=[O:38])=[CH:10]2)[CH2:8][CH2:7]1.[C:40]([CH2:42][C:43]([O:45][CH2:46][CH3:47])=[O:44])#[N:41]>>[ClH:19].[CH:6]1([N:9]2[C:18]3[C:13](=[CH:14][C:15]([F:35])=[C:16]([N:20]4[CH2:24][CH:23]=[C:22]([CH2:25][NH:26][CH3:27])[CH2:21]4)[C:17]=3[Cl:19])[C:12](=[O:36])[C:11]([C:37](=[O:38])[CH:42]([C:40]#[N:41])[C:43]([O:45][CH2:46][CH3:47])=[O:44])=[CH:10]2)[CH2:8][CH2:7]1 |f:0.1,3.4|. Procedure details: 5.8 g of 1-cyclopropyl-6-fluoro-8-chloro-7-(3-(N-methyl-t-butoxycarbonylamino)methyl-2,5-dihydropyrrol-1-yl)-1,4-dihydro-4-oxoquinoline-3-carboxylic acid imidazolide and 5.66 g of ethyl cyanoacetate as starting materials were subjected to the same process as described in Example 39 to obtain 2.80 g of the object compound